This data is from the Open Reaction Database (ORD), a public repository of structured organic reaction records. The task is: describe an organic reaction: reactants, conditions, products, and yield Reactants: CO, C[Si](C)(C)C=[N+]=[N-], ClCCl, Cc1cc(COCCCCC(N=[N+]=[N-])C(=O)O)ccc1F. The product is COC(=O)C(CCCCOCc1ccc(F)c(C)c1)N=[N+]=[N-]. RXN SMILES: [CH3:22][OH:23].[CH3:27][Si:28]([CH:29]=[N+:30]=[N-:31])([CH3:32])[CH3:33].[Cl:24][CH2:25][Cl:26].[F:1][c:2]1[c:3]([CH3:21])[cH:4][c:5]([CH2:6][O:7][CH2:8][CH2:9][CH2:10][CH2:11][CH:12]([C:13](=[O:14])[OH:15])[N:16]=[N+:17]=[N-:18])[cH:19][cH:20]1>>[F:1][c:2]1[c:3]([CH3:21])[cH:4][c:5]([CH2:6][O:7][CH2:8][CH2:9][CH2:10][CH2:11][CH:12]([C:13](=[O:14])[O:15][CH3:25])[N:16]=[N+:17]=[N-:18])[cH:19][cH:20]1. Starting materials: [Cl-].[Li+] (lithium chloride), N=1C(N=C2C1C=CC=C2)=O (benzimidazolone), C1C(O1)CO (glycerol glycide). The solvent is CN(C(C)=O)C (N,N-dimethylacetamide). Reaction conditions: temperature 135 celsius, time 5 hour. The product is OC(CN1C(N(C2=C1C=CC=C2)CC(CO)O)=O)CO (1,3-Di-(2,3-dihydroxypropyl)-benzimidazolone). Reaction SMILES: [N:1]1[C:2](=[O:10])[N:3]=[C:4]2[CH:9]=[CH:8][CH:7]=[CH:6][C:5]=12.[Cl-].[Li+].[CH2:13]1[O:15][CH:14]1[CH2:16][OH:17]>CN(C)C(=O)C>[OH:15][CH:14]([CH2:16][OH:17])[CH2:13][N:1]1[C:5]2[CH:6]=[CH:7][CH:8]=[CH:9][C:4]=2[N:3]([CH2:13][CH:14]([OH:15])[CH2:16][OH:17])[C:2]1=[O:10] |f:1.2|. Reported procedure: 1.5 mols of benzimidazolone (201.2 g) are dissolved in 1.5 liters of N,N-dimethylacetamide at 120°C and 2.5 g of lithium chloride are added. 244.2 g (3.3 mols) of glycerol glycide (glycidol) are added dropwise over the course of 2 hours to this solution. The solution is then stirred for a further 5 hours at 135°C. After bringing the solution to room temperature, it is filtered and completely concentrated. The residue is dried for a further 5 hours at 95°C under 0.8 mm Hg. This gives 448 g of a b... The reactants are CC1(C)Oc2cc(Br)sc2C(N2CCCCC2=O)C1O, BrCc1ccccc1, [H-], [Na+], CN(C)C=O, O. Product: CC1(C)Oc2cc(Br)sc2C(N2CCCCC2=O)C1OCc1ccccc1. As a reaction SMILES: [Br:3][c:4]1[cH:5][c:6]2[c:11]([s:12]1)[CH:10]([N:13]1[C:14](=[O:19])[CH2:15][CH2:16][CH2:17][CH2:18]1)[CH:9]([OH:20])[C:8]([CH3:21])([CH3:22])[O:7]2.[CH2:23]([c:24]1[cH:25][cH:26][cH:27][cH:28][cH:29]1)[Br:30].[H-:1].[Na+:2].[O:32]=[CH:33][N:34]([CH3:35])[CH3:36].[OH2:31]>>[Br:3][c:4]1[cH:5][c:6]2[c:11]([s:12]1)[CH:10]([N:13]1[C:14](=[O:19])[CH2:15][CH2:16][CH2:17][CH2:18]1)[CH:9]([O:20][CH2:23][c:24]1[cH:25][cH:26][cH:27][cH:28][cH:29]1)[C:8]([CH3:21])([CH3:22])[O:7]2. Starting materials: Example 1 ( 4 ), C(C)(C)C=1OC(=CC1C(CC(C)C)OC1=CC=C(C(=O)O)C=C1)C1=CC=C(C=C1)C(F)(F)F (4-(1-{2-isopropyl-5-[4-(trifluoromethyl)phenyl]-3-furyl}-3-methylbutoxy)benzoic acid), CNCCC(=O)OCC (ethyl 3-(methylamino)propanoate). Yields the product C(C)(C)C=1OC(=CC1C(CC(C)C)OC1=CC=C(C(=O)N(CCC(=O)O)C)C=C1)C1=CC=C(C=C1)C(F)(F)F (3-{[4-(1-{2-isopropyl-5-[4-(trifluoromethyl)phenyl]-3-furyl}-3-methylbutoxy)benzoyl](methyl)amino}propanoic acid). Isolated yield 22.8%. As a reaction SMILES: [CH:1]([C:4]1[O:5][C:6]([C:24]2[CH:29]=[CH:28][C:27]([C:30]([F:33])([F:32])[F:31])=[CH:26][CH:25]=2)=[CH:7][C:8]=1[CH:9]([O:14][C:15]1[CH:23]=[CH:22][C:18]([C:19](O)=[O:20])=[CH:17][CH:16]=1)[CH2:10][CH:11]([CH3:13])[CH3:12])([CH3:3])[CH3:2].[CH3:34][NH:35][CH2:36][CH2:37][C:38]([O:40]CC)=[O:39]>>[CH:1]([C:4]1[O:5][C:6]([C:24]2[CH:29]=[CH:28][C:27]([C:30]([F:33])([F:31])[F:32])=[CH:26][CH:25]=2)=[CH:7][C:8]=1[CH:9]([O:14][C:15]1[CH:23]=[CH:22][C:18]([C:19]([N:35]([CH3:34])[CH2:36][CH2:37][C:38]([OH:40])=[O:39])=[O:20])=[CH:17][CH:16]=1)[CH2:10][CH:11]([CH3:13])[CH3:12])([CH3:2])[CH3:3]. Procedure: An operation similar to that in Example 1 (4) was performed using 4-(1-{2-isopropyl-5-[4-(trifluoromethyl)phenyl]-3-furyl}-3-methylbutoxy)benzoic acid (170 mg) as well as ethyl 3-(methylamino)propanoate (58 mg) to give the title compound (46 mg, 23%) as a white crystal. Reactants: CS(=O)(=O)OC1CN(C1)C1=CC=C(C=C1)NC1=NC=C(C(=N1)C1=CN=C(N1C(C)C)C)F (1-(4-{[5-Fluoro-4-(1-isopropyl-2-methyl-1H-imidazol-5-yl)pyrimidin-2-yl]amino}phenyl)azetidin-3-yl methanesulfonate), [N-]=[N+]=[N-].[Na+] (sodium azide). The solvent is CCOC(=O)C (EtOAc), CN(C)C=O (DMF). Reaction conditions: temperature 80 celsius. Product: N(=[N+]=[N-])C1CN(C1)C1=CC=C(C=C1)NC1=NC=C(C(=N1)C1=CN=C(N1C(C)C)C)F (N-[4-(3-Azidoazetidin-1-yl)phenyl]-5-fluoro-4-(1-isopropyl-2-methyl-1H-imidazol-5-yl)pyrimidin-2-amine). Isolated yield 50.2%. Reaction SMILES: CS(O[CH:6]1[CH2:9][N:8]([C:10]2[CH:15]=[CH:14][C:13]([NH:16][C:17]3[N:22]=[C:21]([C:23]4[N:27]([CH:28]([CH3:30])[CH3:29])[C:26]([CH3:31])=[N:25][CH:24]=4)[C:20]([F:32])=[CH:19][N:18]=3)=[CH:12][CH:11]=2)[CH2:7]1)(=O)=O.[N-:33]=[N+:34]=[N-:35].[Na+]>CN(C=O)C.CCOC(C)=O>[N:33]([CH:6]1[CH2:9][N:8]([C:10]2[CH:15]=[CH:14][C:13]([NH:16][C:17]3[N:22]=[C:21]([C:23]4[N:27]([CH:28]([CH3:30])[CH3:29])[C:26]([CH3:31])=[N:25][CH:24]=4)[C:20]([F:32])=[CH:19][N:18]=3)=[CH:12][CH:11]=2)[CH2:7]1)=[N+:34]=[N-:35] |f:1.2|. Procedure details: To a solution of 1-(4-{[5-fluoro-4-(1-isopropyl-2-methyl-1H-imidazol-5-yl)pyrimidin-2-yl]amino}phenyl)azetidin-3-yl methanesulfonate (Example 138; 876 mg, 1.90 mM) in dry DMF (7.3 ml), sodium azide (619 mg, 9.5 mM) was added. The reaction was stirred and heated at 80° C. under nitrogen for 18 hours. The reaction mixture was diluted with EtOAc and the solution extracted with water (twice), saturated sodium chloride and then dried with anhydrous sodium sulphate filtered and evaporated. The crude p... Yields the product BrC=1C(=NC=CC1)C=1OCC(N1)(C)C (3-bromo-2-(4,4-dimethyl-2-oxazolinyl)pyridine). Procedure details: A solution of 5.0 g. of 3-bromopicolinoyl chloride (prepared by refluxing 3-bromopicolinic acid with thionyl chloride by the procedure of Example 2) in 25 ml. of dichloromethane is added to a solution of 3.9 g. of 2-amino-2-methylpropanol in 25 ml. of dichloromethane at 0°C. The resulting hydroxyalkylpicolinamide is cyclized by refluxing with thionyl chloride by the method of Leffler and Adams, J. Am. Chem. Soc. 59:2252 (1937) and the resulting hydrochloride salt is neutralized with aqueous sodi... As a reaction SMILES: [Br:1][C:2]1[C:3]([C:8](Cl)=[O:9])=[N:4][CH:5]=[CH:6][CH:7]=1.BrC1C(C(O)=O)=NC=CC=1.S(Cl)(Cl)=O.[NH2:25][C:26]([CH3:30])([CH3:29])[CH2:27]O.[OH-].[Na+]>ClCCl>[Br:1][C:2]1[C:3]([C:8]2[O:9][CH2:27][C:26]([CH3:30])([CH3:29])[N:25]=2)=[N:4][CH:5]=[CH:6][CH:7]=1 |f:4.5|. Solvent: ClCCl (dichloromethane), ClCCl (dichloromethane). Reactants: BrC=1C(=NC=CC1)C(=O)Cl (3-bromopicolinoyl chloride), NC(CO)(C)C (2-amino-2-methylpropanol), hydroxyalkylpicolinamide, [OH-].[Na+] (sodium hydroxide), hydrochloride salt, BrC=1C(=NC=CC1)C(=O)O (3-bromopicolinic acid), S(=O)(Cl)Cl (thionyl chloride), S(=O)(Cl)Cl (thionyl chloride). Reactants: ClC1=C(C=CC=C1)S(=O)(=O)[C@@H]1C[C@H](N(C1)C1=CC(=NN1CC1=CN=CN1C)C)C(=O)OC ((2S,4R)-methyl 4-(2-chlorophenylsulfonyl)-1-(3-methyl-1-((1-methyl-1H-imidazol-5-yl)methyl)-1H-pyrazol-5-yl)pyrrolidine-2-carboxylate), [OH-].[Li+] (lithium hydroxide). Product: ClC1=C(C=CC=C1)S(=O)(=O)[C@@H]1C[C@H](N(C1)C1=CC(=NN1CC1=CN=CN1C)C)C(=O)[O-].[Li+] (Lithium (2S,4R)-4-(2-chlorophenylsulfonyl)-1-(3-methyl-1-((1-methyl-1H-imidazol-5-yl)methyl)-1H-pyrazol-5-yl)pyrrolidine-2-carboxylate). Reaction SMILES: [Cl:1][C:2]1[CH:7]=[CH:6][CH:5]=[CH:4][C:3]=1[S:8]([C@H:11]1[CH2:15][N:14]([C:16]2[N:20]([CH2:21][C:22]3[N:26]([CH3:27])[CH:25]=[N:24][CH:23]=3)[N:19]=[C:18]([CH3:28])[CH:17]=2)[C@H:13]([C:29]([O:31]C)=[O:30])[CH2:12]1)(=[O:10])=[O:9].[OH-].[Li+:34]>>[Cl:1][C:2]1[CH:7]=[CH:6][CH:5]=[CH:4][C:3]=1[S:8]([C@H:11]1[CH2:15][N:14]([C:16]2[N:20]([CH2:21][C:22]3[N:26]([CH3:27])[CH:25]=[N:24][CH:23]=3)[N:19]=[C:18]([CH3:28])[CH:17]=2)[C@H:13]([C:29]([O-:31])=[O:30])[CH2:12]1)(=[O:9])=[O:10].[Li+:34] |f:1.2,3.4|. Procedure details: In analogy to the procedure described in example 253e, (2S,4R)-methyl 4-(2-chlorophenylsulfonyl)-1-(3-methyl-1-((1-methyl-1H-imidazol-5-yl)methyl)-1H-pyrazol-5-yl)pyrrolidine-2-carboxylate was saponified in the presence of lithium hydroxide to give the title compound as brown solid which was used in the next step without further purification. MS (ESI): m/z=462.1 [M−H]−. The reactants are COC1=CC=C(CS[C@H]2C[C@H](N(C2)C(=O)OCC2=CC=C(C=C2)[N+](=O)[O-])C(=O)O)C=C1 ((2S, 4S)-4-(4-methoxybenzylthio)-1-(4-nitrobenzyloxycarbonyl)-2-pyrrolidinecarboxylic acid), N,N'-carbonyldiimidazole, Cl.Cl.N1(C=NC=C1)C1CNC1 (3-(1-imidazolyl)azetidine dihydrochloride), C(C)(C)N(CC)C(C)C (diisopropylethylamine). Run in C(C)#N (acetonitrile), C(C)#N (acetonitrile), CO (methanol). Conditions: temperature 40 celsius, time 1 hour. Product: N1(C=NC=C1)C1CN(C1)C(=O)[C@H]1N(C[C@H](C1)SCC1=CC=C(C=C1)OC)C(=O)OCC1=CC=C(C=C1)[N+](=O)[O-] ((2S, 4S)-2-[3-(1-Imidazolyl)azetidin-1-ylcarbonyl]-4-(4-methoxybenzylthio)-1-(4-nitrobenzyloxycarbonyl)pyrrolidine). The yield is 85.2%. As a reaction SMILES: [CH3:1][O:2][C:3]1[CH:31]=[CH:30][C:6]([CH2:7][S:8][C@@H:9]2[CH2:13][N:12]([C:14]([O:16][CH2:17][C:18]3[CH:23]=[CH:22][C:21]([N+:24]([O-:26])=[O:25])=[CH:20][CH:19]=3)=[O:15])[C@H:11]([C:27](O)=[O:28])[CH2:10]2)=[CH:5][CH:4]=1.Cl.Cl.[N:34]1([CH:39]2[CH2:42][NH:41][CH2:40]2)[CH:38]=[CH:37][N:36]=[CH:35]1.C(N(C(C)C)CC)(C)C>C(#N)C.CO>[N:34]1([CH:39]2[CH2:42][N:41]([C:27]([C@@H:11]3[CH2:10][C@H:9]([S:8][CH2:7][C:6]4[CH:30]=[CH:31][C:3]([O:2][CH3:1])=[CH:4][CH:5]=4)[CH2:13][N:12]3[C:14]([O:16][CH2:17][C:18]3[CH:23]=[CH:22][C:21]([N+:24]([O-:26])=[O:25])=[CH:20][CH:19]=3)=[O:15])=[O:28])[CH2:40]2)[CH:38]=[CH:37][N:36]=[CH:35]1 |f:1.2.3|. Procedure details: 3.80 g of (2S, 4S)-4-(4-methoxybenzylthio)-1-(4-nitrobenzyloxycarbonyl)-2-pyrrolidinecarboxylic acid were dissolved in 40 ml of dry acetonitrile. 1.65 g of N,N'-carbonyldiimidazole were added to the resulting solution, and the mixture was stirred at 40° C. for 1 hour. A solution of 2.00 g of 3-(1-imidazolyl)azetidine dihydrochloride [prepared as described in step (b) above] and 2.90 g of diisopropylethylamine dissolved in a mixture of 30 ml of dry acetonitrile and 5 ml of methanol was then added...